describe an organic reaction: reactants, conditions, products, and yield From a dataset of the Open Reaction Database (ORD), a public repository of structured organic reaction records. The reactants are O=C(Nc1c[nH]c2ncc(Br)c(F)c12)c1ccccc1, CCCCO, CC(C)(C)OC(=O)NC1CCCNC1. The product is CC(C)(C)OC(=O)NC1CCCN(c2c(Br)cnc3[nH]cc(NC(=O)c4ccccc4)c23)C1. As a reaction SMILES: [Br:15][c:16]1[c:17]([F:34])[c:18]2[c:19]([n:20][cH:21]1)[nH:22][cH:23][c:24]2[NH:25][C:26]([c:27]1[cH:28][cH:29][cH:30][cH:31][cH:32]1)=[O:33].[CH2:35]([OH:36])[CH2:37][CH2:38][CH3:39].[NH:1]1[CH2:2][CH:3]([NH:7][C:8]([O:9][C:10]([CH3:11])([CH3:12])[CH3:13])=[O:14])[CH2:4][CH2:5][CH2:6]1>>[N:1]1([c:17]2[c:16]([Br:15])[cH:21][n:20][c:19]3[c:18]2[c:24]([NH:25][C:26]([c:27]2[cH:28][cH:29][cH:30][cH:31][cH:32]2)=[O:33])[cH:23][nH:22]3)[CH2:2][CH:3]([NH:7][C:8]([O:9][C:10]([CH3:11])([CH3:12])[CH3:13])=[O:14])[CH2:4][CH2:5][CH2:6]1. Reactants: COC(CCC1=C(C=C(C=C1)OC1=CC(=CC=C1)Br)C)=O (3-[4-(3-bromo-phenoxy)-2-methyl-phenyl]-propionic acid methyl ester), ClC=1C=CC(=C(C1)C(=O)C1=CC=CC=C1)O ((5-chloro-2-hydroxy-phenyl)-phenyl-methanone). Yields the product C(C1=CC=CC=C1)(=O)C1=C(OC=2C=C(OC3=CC(=C(C=C3)CCC(=O)O)C)C=CC2)C=CC(=C1)Cl (3-{4-[3-(2-Benzoyl-4-chloro-phenoxy)-phenoxy]-2-methyl-phenyl}-propionic acid). As a reaction SMILES: C[O:2][C:3](=[O:21])[CH2:4][CH2:5][C:6]1[CH:11]=[CH:10][C:9]([O:12][C:13]2[CH:18]=[CH:17][CH:16]=[C:15](Br)[CH:14]=2)=[CH:8][C:7]=1[CH3:20].[Cl:22][C:23]1[CH:24]=[CH:25][C:26]([OH:37])=[C:27]([C:29]([C:31]2[CH:36]=[CH:35][CH:34]=[CH:33][CH:32]=2)=[O:30])[CH:28]=1>>[C:29]([C:27]1[CH:28]=[C:23]([Cl:22])[CH:24]=[CH:25][C:26]=1[O:37][C:15]1[CH:14]=[C:13]([CH:18]=[CH:17][CH:16]=1)[O:12][C:9]1[CH:10]=[CH:11][C:6]([CH2:5][CH2:4][C:3]([OH:2])=[O:21])=[C:7]([CH3:20])[CH:8]=1)(=[O:30])[C:31]1[CH:32]=[CH:33][CH:34]=[CH:35][CH:36]=1. Procedure details: The title compound is prepared by reacting the compound of 3-[4-(3-bromo-phenoxy)-2-methyl-phenyl]-propionic acid methyl ester with (5-chloro-2-hydroxy-phenyl)-phenyl-methanone as in Example 18 to afford 0.080 g. 1H NMR (400 MHz, CDCl3); MS (ES+) m/z mass calculated for C29H23O5Cl 486, found 487 and 489 (M+1 and M+3, 100%).